This data is from the Open Reaction Database (ORD), a public repository of structured organic reaction records. The task is: describe an organic reaction: reactants, conditions, products, and yield Reactants: C(=O)N1CCNCC1 (formylpiperazine), BrCCCO (3-bromo-1-propanol), COCCN1CCNCC1 (1-(2-methoxyethyl)piperazine). Yields the product OCCCN1CCNCC1 (1-(3-hydroxypropyl)piperazine). As a reaction SMILES: [CH:1]([N:3]1[CH2:8][CH2:7][NH:6][CH2:5][CH2:4]1)=O.BrC[CH2:11][CH2:12][OH:13].COCCN1CCNCC1>>[OH:13][CH2:12][CH2:11][CH2:1][N:3]1[CH2:8][CH2:7][NH:6][CH2:5][CH2:4]1. Reported procedure: The title compound was prepared from formylpiperazine and 3-bromo-1-propanol in the same manner as in Preparation Example 1(5) to (7).